From a dataset of the Open Reaction Database (ORD), a public repository of structured organic reaction records. describe an organic reaction: reactants, conditions, products, and yield The reactants are [H-].[Al+3].[Li+].[H-].[H-].[H-] (lithium aluminum hydride), O=C(CCCC(=O)OC)C1=CC=CC=C1 (methyl 5-oxo-5-phenylpentanoate). Solvent: O1CCCC1 (tetrahydrofuran), O1CCCC1 (tetrahydrofuran). Reaction conditions: time 1 hour. Yields the product C1(=CC=CC=C1)C(CCCCO)O (1-phenylpentane-1,5-diol). Reaction SMILES: [H-].[Al+3].[Li+].[H-].[H-].[H-].[O:7]=[C:8]([C:16]1[CH:21]=[CH:20][CH:19]=[CH:18][CH:17]=1)[CH2:9][CH2:10][CH2:11][C:12](OC)=[O:13]>O1CCCC1>[C:16]1([CH:8]([OH:7])[CH2:9][CH2:10][CH2:11][CH2:12][OH:13])[CH:21]=[CH:20][CH:19]=[CH:18][CH:17]=1 |f:0.1.2.3.4.5|. Reported procedure: A 2.0 M tetrahydrofuran solution of lithium aluminum hydride (2.80 mL, 5.60 mmol) was added to a tetrahydrofuran solution (10 mL) of methyl 5-oxo-5-phenylpentanoate (500 mg, 2.78 mmol) at 0° C. The reaction mixture was stirred for one hour and quenched with the sequential addition of water (0.2 mL), 10% sodium hydroxide solution (0.2 mL), and water (0.6 mL). It was concentrated in vacuo to give the title compound as a colorless oil. 1H NMR (500 MHz, CDCl3) δ 1.32-1.42 (m, 1H), 1.46-1.55 (m, 1H),... Starting materials: molybdenum acetylacetonate, solution, C(C)(C)(C)OO (t-butyl hydroperoxide), FC(C=C)(C(C(C(C(C(C(C(F)(F)F)(F)F)(F)F)(F)F)(F)F)(F)F)(F)F)F (3,3,4,4,5,5,6,6,7,7,8,8,9,9,10,10,10-heptadecafluoro-1-decene), C1=CC=CC1 (cyclopentadiene). The solvent is C1(=CC=CC=C1)C (toluene), C1(=CC=CC=C1)C (toluene), CCCCCC (hexane). Conditions: time 14 hour. Yields the product O1C2C3CC(C(C21)C3)C(C(C(C(C(C(C(C(F)(F)F)(F)F)(F)F)(F)F)(F)F)(F)F)(F)F)(F)F (2,3-epoxy-5-(perfluorooctyl)bicyclo[2.2.1]heptane). RXN SMILES: [F:1][C:2]([F:27])([C:5]([F:26])([F:25])[C:6]([F:24])([F:23])[C:7]([F:22])([F:21])[C:8]([F:20])([F:19])[C:9]([F:18])([F:17])[C:10]([F:16])([F:15])[C:11]([F:14])([F:13])[F:12])[CH:3]=[CH2:4].[CH:28]1[CH2:32][CH:31]=[CH:30][CH:29]=1.C([O:37]O)(C)(C)C>C1(C)C=CC=CC=1.CCCCCC>[O:37]1[CH:28]2[CH:29]1[CH:30]1[CH2:31][CH:32]2[CH:3]([C:2]([F:27])([F:1])[C:5]([F:25])([F:26])[C:6]([F:23])([F:24])[C:7]([F:21])([F:22])[C:8]([F:19])([F:20])[C:9]([F:17])([F:18])[C:10]([F:16])([F:15])[C:11]([F:14])([F:13])[F:12])[CH2:4]1. Procedure details: 128 g (250 mmol) of the Diels-Alder reaction product of 3,3,4,4,5,5,6,6,7,7,8,8,9,9,10,10,10-heptadecafluoro-1-decene (perfluorooctylethene) and cyclopentadiene are mixed in 10 ml of dry toluene with 815 mg (2.5 mmol) of molybdenum acetylacetonate, and 104 ml of a 3.6 molar solution of t-butyl hydroperoxide in toluene (375 mmol) is added dropwise at 28° C. within 2 hours. During this period, the temperature rises to 40° C. The solution is then held at 65°C. for 14 hours, and subsequently at 80° ... The reactants are O=C(O)c1cc(Br)cc2cc[nH]c12, O=C([O-])[O-], Cc1cc(C)c(-n2cc[n+](-c3c(C)cc(C)cc3C)c2)c(C)c1, [Cl-], [Cs+], [Cs+], C1COCCO1, O, OB(O)c1ccccc1. The product is O=C(O)c1cc(-c2ccccc2)cc2cc[nH]c12. As a reaction SMILES: [Br:1][c:2]1[cH:3][c:4]2[cH:5][cH:6][nH:7][c:8]2[c:9]([C:11](=[O:12])[OH:13])[cH:10]1.[C:23](=[O:24])([O-:25])[O-:26].[CH3:30][c:31]1[cH:32][c:33]([CH3:34])[cH:35][c:36]([CH3:37])[c:38]1-[n+:39]1[cH:40][cH:41][n:42](-[c:43]2[c:44]([CH3:45])[cH:46][c:47]([CH3:48])[cH:49][c:50]2[CH3:51])[cH:52]1.[Cl-:29].[Cs+:27].[Cs+:28].[O:53]1[CH2:54][CH2:55][O:56][CH2:57][CH2:58]1.[OH2:59].[OH:14][B:15]([OH:16])[c:17]1[cH:18][cH:19][cH:20][cH:21][cH:22]1>>[c:2]1(-[c:17]2[cH:18][cH:19][cH:20][cH:21][cH:22]2)[cH:3][c:4]2[cH:5][cH:6][nH:7][c:8]2[c:9]([C:11](=[O:12])[OH:13])[cH:10]1. The reactants are C1CCOC1, CO, O=C(O)c1ccc2c(C3=CCCCC3)c[nH]c2c1Cl, [H][H], [OH-], [OH-], [Pd+2]. Product: O=C(O)c1ccc2c(C3CCCCC3)c[nH]c2c1Cl. RXN SMILES: [CH2:20]1[O:21][CH2:22][CH2:23][CH2:24]1.[CH3:30][OH:31].[Cl:1][c:2]1[c:3]([C:17](=[O:18])[OH:19])[cH:4][cH:5][c:6]2[c:7]([C:11]3=[CH:12][CH2:13][CH2:14][CH2:15][CH2:16]3)[cH:8][nH:9][c:10]12.[H:25][H:26].[OH-:27].[OH-:29].[Pd+2:28]>>[Cl:1][c:2]1[c:3]([C:17](=[O:18])[OH:19])[cH:4][cH:5][c:6]2[c:7]([CH:11]3[CH2:12][CH2:13][CH2:14][CH2:15][CH2:16]3)[cH:8][nH:9][c:10]12. Starting materials: C1(=CC=CC=C1)C=1N=C(N(C1)C(C1=CC=CC=C1)(C1=CC=CC=C1)C1=CC=CC=C1)C(C1=C(C(=CC(=C1)CC)OCC)F)NC=1C=C2C=CN=C(C2=CC1)N(C(=O)OC(C)(C)C)C(=O)OC(C)(C)C (di-tert-butyl (6-{[(4-phenyl-1-trityl-1H-imidazol-2-yl)(3-ethoxy-5-ethyl-2-fluorophenyl)methyl]amino}isoquinolin-1-yl)imidodicarbonate). The solvent is CC(=O)O (AcOH). The product is C1(=CC=CC=C1)C=1N=C(NC1)C(C1=C(C(=CC(=C1)CC)OCC)F)NC=1C=C2C=CN=C(C2=CC1)N(C(=O)OC(C)(C)C)C(=O)OC(C)(C)C (di-tert-butyl (6-{[(4-phenyl-1H-imidazol-2-yl)(3-ethoxy-5-ethyl-2-fluorophenyl)methyl]amino}isoquinolin-1-yl)imidodicarbonate). The yield is 94.5%. As a reaction SMILES: [C:1]1([C:7]2[N:8]=[C:9]([CH:31]([NH:44][C:45]3[CH:46]=[C:47]4[C:52](=[CH:53][CH:54]=3)[C:51]([N:55]([C:63]([O:65][C:66]([CH3:69])([CH3:68])[CH3:67])=[O:64])[C:56]([O:58][C:59]([CH3:62])([CH3:61])[CH3:60])=[O:57])=[N:50][CH:49]=[CH:48]4)[C:32]3[CH:37]=[C:36]([CH2:38][CH3:39])[CH:35]=[C:34]([O:40][CH2:41][CH3:42])[C:33]=3[F:43])[N:10](C(C3C=CC=CC=3)(C3C=CC=CC=3)C3C=CC=CC=3)[CH:11]=2)[CH:6]=[CH:5][CH:4]=[CH:3][CH:2]=1>CC(O)=O>[C:1]1([C:7]2[N:8]=[C:9]([CH:31]([NH:44][C:45]3[CH:46]=[C:47]4[C:52](=[CH:53][CH:54]=3)[C:51]([N:55]([C:56]([O:58][C:59]([CH3:60])([CH3:61])[CH3:62])=[O:57])[C:63]([O:65][C:66]([CH3:67])([CH3:68])[CH3:69])=[O:64])=[N:50][CH:49]=[CH:48]4)[C:32]3[CH:37]=[C:36]([CH2:38][CH3:39])[CH:35]=[C:34]([O:40][CH2:41][CH3:42])[C:33]=3[F:43])[NH:10][CH:11]=2)[CH:6]=[CH:5][CH:4]=[CH:3][CH:2]=1. Reported procedure: A solution of intermediate 448.4 (780 mg, 0.844 mmol) in 90% aq. AcOH was stirred at rt for 3.5 h, then concentrated. The residue was dissolved in EtOAc. The solution was washed with sat. NaHCO3, H2O and brine. The organic phase was dried (Na2SO4), then concentrated. The crude product was purified by flash chromatography (0 to 80% EtOAc/hexanes gradient) to afford 544 mg of intermediate 448.5 as a white solid. LCMS (2 min. gradient) RT=1.82 min, 682.56 (M+H)+.